From a dataset of the Open Reaction Database (ORD), a public repository of structured organic reaction records. describe an organic reaction: reactants, conditions, products, and yield Yields the product S(C)(=O)(=O)O.NNC(=O)N (semicarbazide mesylate). Procedure details: At room temperature, NH3 (96 mL, 670 mmol, 7N in methanol) was added subsurface via syringe to a stirred slurry of semicarbazide hydrochloride (50 g, 450 mmol) in methanol (375 mL). After one hour, the solution was filtered to remove ammonium chloride. The filtrate was diluted with ethyl acetate (750 mL) and the resulting solution was concentrated to ˜400 mL by a reduced pressure distillation. The solution was filtered and treated with methane sulfonic acid (47.4 g, 490 mmol). Upon acid addition... Reactants: N (NH3), Cl.NNC(=O)N (semicarbazide hydrochloride), CS(=O)(=O)O (methane sulfonic acid). Run at time 1 hour. As a reaction SMILES: N.Cl.[NH2:3][NH:4][C:5]([NH2:7])=[O:6].[CH3:8][S:9]([OH:12])(=[O:11])=[O:10]>CO>[S:9]([OH:12])(=[O:11])(=[O:10])[CH3:8].[NH2:3][NH:4][C:5]([NH2:7])=[O:6] |f:1.2,5.6|. Run in CO (methanol). Reaction SMILES: [C:1]([O:5][C@@H:6]([C:10]1[C:35]([CH3:36])=[CH:34][C:13]2[N:14]=[C:15]([N:17]3[CH:22]=[CH:21][N:20]=[C:19]([C:23]4[CH:24]=[C:25]5[C:29](=[CH:30][CH:31]=4)[N:28]([CH3:32])[N:27]=[CH:26]5)[C:18]3=[O:33])[S:16][C:12]=2[C:11]=1[C:37]1[CH:42]=[CH:41][C:40]([Cl:43])=[CH:39][CH:38]=1)[C:7]([OH:9])=[O:8])([CH3:4])([CH3:3])[CH3:2].C(O[C@@H](C1C(C)=CC2N=C(N3CCNC(C4C=C5C(=CC=4)N(C)N=C5)C3=O)SC=2C=1C1C=CC(Cl)=CC=1)C(OCC)=O)(C)(C)C>>[C:1]([O:5][C@@H:6]([C:10]1[C:35]([CH3:36])=[CH:34][C:13]2[N:14]=[C:15]([N:17]3[CH2:22][CH2:21][NH:20][CH:19]([C:23]4[CH:24]=[C:25]5[C:29](=[CH:30][CH:31]=4)[N:28]([CH3:32])[N:27]=[CH:26]5)[C:18]3=[O:33])[S:16][C:12]=2[C:11]=1[C:37]1[CH:42]=[CH:41][C:40]([Cl:43])=[CH:39][CH:38]=1)[C:7]([OH:9])=[O:8])([CH3:4])([CH3:2])[CH3:3]. The product is C(C)(C)(C)O[C@H](C(=O)O)C1=C(C2=C(N=C(S2)N2C(C(NCC2)C=2C=C3C=NN(C3=CC2)C)=O)C=C1C)C1=CC=C(C=C1)Cl ((2S)-2-tert-butoxy-2-(7-(4-chlorophenyl)-5-methyl-2-(3-(1-methyl-1H-indazol-5-yl)-2-oxopiperazin-1-yl)benzo[d]thiazol-6-yl)acetic acid). Procedure details: (2S)-2-tert-butoxy-2-(7-(4-chlorophenyl)-5-methyl-2-(3-(1-methyl-1H-indazol-5-yl)-2-oxopiperazin-1-yl)benzo[d]thiazol-6-yl)acetic acid (5 mg) was prepared in a similar manner as compound (S)-2-tert-butoxy-2-(7-(4-chlorophenyl)-5-methyl-2-(3-(1-methyl-1H-indazol-5-yl)-2-oxopyrazin-1 (2H)-yl)benzo[d]thiazol-6-yl)acetic acid except using (2S)-ethyl 2-tert-butoxy-2-(7-(4-chlorophenyl)-5-methyl-2-(3-(1-methyl-1H-indazol-5-yl)-2-oxopiperazin-1-yl)benzo[d]thiazol-6-yl)acetate instead of (S)-ethyl 2-ter... Starting materials: C(C)(C)(C)O[C@H](C(=O)O)C1=C(C2=C(N=C(S2)N2C(C(=NC=C2)C=2C=C3C=NN(C3=CC2)C)=O)C=C1C)C1=CC=C(C=C1)Cl ((S)-2-tert-butoxy-2-(7-(4-chlorophenyl)-5-methyl-2-(3-(1-methyl-1H-indazol-5-yl)-2-oxopyrazin-1 (2H)-yl)benzo[d]thiazol-6-yl)acetic acid), C(C)(C)(C)O[C@H](C(=O)OCC)C1=C(C2=C(N=C(S2)N2C(C(NCC2)C=2C=C3C=NN(C3=CC2)C)=O)C=C1C)C1=CC=C(C=C1)Cl ((2S)-ethyl 2-tert-butoxy-2-(7-(4-chlorophenyl)-5-methyl-2-(3-(1-methyl-1H-indazol-5-yl)-2-oxopiperazin-1-yl)benzo[d]thiazol-6-yl)acetate). Starting materials: CC1(O[C@H]2[C@@H](O1)O[C@@H](C2)[C@@H](CC)O)C ((1R)-1-[(3aR,5S,6aR)-2,2-dimethyl-3a,5,6,6a-tetrahydrofuro[2,3-d][1,3]dioxol-5-yl]propan-1-ol), CC1(O[C@H]2[C@@H](O1)O[C@@H](C2)[C@@H](CC)O)C ((1R)-1-[(3aR,5S,6aR)-2,2-dimethyl-3a,5,6,6a-tetrahydrofuro[2,3-d][1,3]dioxol-5-yl]propan-1-ol), C1(=CC=CC=C1)P(C1=CC=CC=C1)C1=CC=CC=C1 (triphenylphosphine), [N+](=O)([O-])C1=CC=C(C(=O)O)C=C1 (4-nitrobenzoic acid), N(=NC(=O)OCC)C(=O)OCC (diethyl azodicarboxylate). Run in C1CCOC1 (THF). Run at temperature 18 celsius, time 10 hour. Product: [N+](=O)([O-])C1=CC=C(C(=O)O[C@@H](CC)[C@@H]2C[C@@H]3[C@@H](OC(O3)(C)C)O2)C=C1 ([(1S)-1-[(3aR,5S,6aR)-2,2-dimethyl-3a,5,6,6a-tetrahydrofuro[2,3-d][1,3]dioxol-5-yl]propyl] 4-nitrobenzoate). The yield is 70.9%. Reaction SMILES: [CH3:1][C:2]1([CH3:14])[O:6][C@H:5]2[O:7][C@H:8]([C@H:10]([OH:13])[CH2:11][CH3:12])[CH2:9][C@H:4]2[O:3]1.C1(P(C2C=CC=CC=2)C2C=CC=CC=2)C=CC=CC=1.[N+:34]([C:37]1[CH:45]=[CH:44][C:40]([C:41](O)=[O:42])=[CH:39][CH:38]=1)([O-:36])=[O:35].N(C(OCC)=O)=NC(OCC)=O>C1COCC1>[N+:34]([C:37]1[CH:38]=[CH:39][C:40]([C:41]([O:13][C@H:10]([C@H:8]2[O:7][C@@H:5]3[O:6][C:2]([CH3:1])([CH3:14])[O:3][C@@H:4]3[CH2:9]2)[CH2:11][CH3:12])=[O:42])=[CH:44][CH:45]=1)([O-:36])=[O:35]. Procedure details: To a stirred solution of (1R)-1-[(3aR,5S,6aR)-2,2-dimethyl-3a,5,6,6a-tetrahydrofuro[2,3-d][1,3]dioxol-5-yl]propan-1-ol (compound 6c, 50 g, 245 mmol), triphenylphosphine (195 g, 743 mmol), 4-nitrobenzoic acid (124 g, 743 mmol) in THF (1200 mL) was added diethyl azodicarboxylate (130 g, 743 mmol) dropwise at 0° C. under N2. After being stirred at 18° C. for 10 hours, the mixture was quenched by addition of saturated NaHCO3 solution and extracted with EtOAc. The organic layers were combined, dried ... Starting materials: NC1(C2C(C2CC1)C(=O)OCC)C(=O)OCC ((1SR,2SR,5RS,6SR) Diethyl 2-Aminobicyclo[3.1.0]-hexane-2,6-dicarboxylate), C(C(=O)O)(=O)O (oxalic acid). The solvent is C(C)(=O)OCC (ethyl acetate), C(C)O (ethanol), C(C)O (ethanol). Run at time 1 hour. Yields the product [OH-].[NH4+].CO (ammonium hydroxide methanol), NC1(C2C(C2CC1)C(=O)OCC)C(=O)OCC ((1SR,2SR,5RS,6SR) Diethyl 2-Aminobicyclo[3.1.0]-hexane-2,6-dicarboxylate). Isolated yield 148.8%. As a reaction SMILES: [NH2:1][C:2]1([C:13]([O:15][CH2:16][CH3:17])=[O:14])[CH2:7][CH2:6][CH:5]2[CH:3]1[CH:4]2[C:8]([O:10][CH2:11][CH3:12])=[O:9].C(O)(=O)[C:19](O)=[O:20]>C(OCC)(=O)C.C(O)C>[OH-:9].[NH4+:1].[CH3:19][OH:20].[NH2:1][C:2]1([C:13]([O:15][CH2:16][CH3:17])=[O:14])[CH2:7][CH2:6][CH:5]2[CH:3]1[CH:4]2[C:8]([O:10][CH2:11][CH3:12])=[O:9] |f:4.5.6|. Procedure details: A solution of the compounds prepared as described in Example 2 (20.71 g) in ethyl acetate (200 mL) was treated with a solution of oxalic acid (15.46 g) in ethanol (50 mL). The resulting mixture was stirred at room temperature. After one hour, the reaction mixture was treated with additional ethanol (50 mL). After 18 hours, the mixture was filtered, and the filtrate was evaporated to dryness in vacuo. The residue was treated with 1 N sodium hydroxide, and the resulting mixture extracted with diet... Reactants: FC(C=1C=C(C=CC1)CC(=O)O)(F)F (3-trifluoromethyl-phenylacetic acid), NC(C(=O)OCC(C)C)CC (iso-butyl 2-aminobutyrate). The product is C(C(C)C)OC(C(CC)NC(CC1=CC(=CC=C1)C(F)(F)F)=O)=O (2-[(3-trifluoromethylphenyl)acetamido]butyric acid iso-butyl ester). As a reaction SMILES: [F:1][C:2]([F:14])([F:13])[C:3]1[CH:4]=[C:5]([CH2:9][C:10]([OH:12])=O)[CH:6]=[CH:7][CH:8]=1.[NH2:15][CH:16]([CH2:24][CH3:25])[C:17]([O:19][CH2:20][CH:21]([CH3:23])[CH3:22])=[O:18]>>[CH2:20]([O:19][C:17](=[O:18])[CH:16]([NH:15][C:10](=[O:12])[CH2:9][C:5]1[CH:6]=[CH:7][CH:8]=[C:3]([C:2]([F:1])([F:14])[F:13])[CH:4]=1)[CH2:24][CH3:25])[CH:21]([CH3:22])[CH3:23]. Reported procedure: Following General Procedure BI above and using 3-trifluoromethyl-phenylacetic acid (Aldrich) and iso-butyl 2-aminobutyrate (prepared following General Procedure BJ above), the title compound was prepared. The reaction was monitored by tlc on silica gel and purification was by filtration as described in the general procedure. Reactants: C=C1CCN(C(=O)OC(C)(C)C)C1, COc1ccc(C=NO)cc1OC1CCCC1, ClC(Cl)Cl, [O-]Cl, ClCCl, [Na+], c1ccncc1. The product is COc1ccc(C2=NOC3(CCN(C(=O)OC(C)(C)C)C3)C2)cc1OC1CCCC1. RXN SMILES: [C:1]([CH3:2])([CH3:3])([CH3:4])[O:5][C:6](=[O:7])[N:8]1[CH2:9][C:10](=[CH2:13])[CH2:11][CH2:12]1.[CH:14]1([O:19][c:20]2[cH:21][c:22]([CH:23]=[N:24][OH:25])[cH:26][cH:27][c:28]2[O:29][CH3:30])[CH2:15][CH2:16][CH2:17][CH2:18]1.[CH:43]([Cl:44])([Cl:45])[Cl:46].[Cl:37][O-:38].[Cl:40][CH2:41][Cl:42].[Na+:39].[cH:31]1[cH:32][cH:33][n:34][cH:35][cH:36]1>>[C:1]([CH3:2])([CH3:3])([CH3:4])[O:5][C:6](=[O:7])[N:8]1[CH2:9][C:10]2([CH2:11][CH2:12]1)[CH2:13][C:23]([c:22]1[cH:21][c:20]([O:19][CH:14]3[CH2:15][CH2:16][CH2:17][CH2:18]3)[c:28]([O:29][CH3:30])[cH:27][cH:26]1)=[N:24][O:25]2. Starting materials: Nafion, C1=CC=CC=C1 (benzene), [H][H] (hydrogen). Yields the product C=CCCCCCCCCCC (dodecene). RXN SMILES: [H][H].[CH:3]1[CH:8]=[CH:7][CH:6]=[CH:5][CH:4]=1>>[CH2:8]=[CH:3][CH2:4][CH2:5][CH2:6][CH2:7][CH2:3][CH2:8][CH2:7][CH2:6][CH2:5][CH3:4]. Reported procedure: Nafion™ fiber (3.5 g., 0.006" diameter, 1200 equivalent weight, hydrogen form) was loosely packed into a 1 cm. diameter vacuum-jacketed column and dried at 150° C. for 2 hours in a stream of dry nitrogen. The column was fitted onto a 50 ml. round bottom flask equipped with a side arm for sampling. A condenser and drying tube were fitted above the catalyst column. Dodecene-1 (15.0 z.), dry benzene (15.0 g.) and marble boiling chips were added to the flask; reflux was established up to the condens... The reactants are ClC1=CC=C(C(=S)N)C=C1 (4-chlorothiobenzamide), BrCC(=O)C1=CC=C(C(=O)OCC)C=C1 (ethyl 4-bromoacetylbenzoate). Yields the product ClC1=CC=C(C=C1)C=1SC=C(N1)C1=CC=C(C(=O)OCC)C=C1 (ethyl 4-[2-(4-chlorophenyl)-4-thiazolyl)benzoate). Yield: 47.0%. Reaction SMILES: [Cl:1][C:2]1[CH:10]=[CH:9][C:5]([C:6]([NH2:8])=[S:7])=[CH:4][CH:3]=1.Br[CH2:12][C:13]([C:15]1[CH:25]=[CH:24][C:18]([C:19]([O:21][CH2:22][CH3:23])=[O:20])=[CH:17][CH:16]=1)=O>>[Cl:1][C:2]1[CH:10]=[CH:9][C:5]([C:6]2[S:7][CH:12]=[C:13]([C:15]3[CH:25]=[CH:24][C:18]([C:19]([O:21][CH2:22][CH3:23])=[O:20])=[CH:17][CH:16]=3)[N:8]=2)=[CH:4][CH:3]=1. Reported procedure: In the same manner as in Example 74, 4-chlorothiobenzamide was reacted with ethyl 4-bromoacetylbenzoate to obtain ethyl 4-[2-(4-chlorophenyl)-4-thiazolyl)benzoate. The product was recrystallized from ethanol. Yield: 47%. Pale yellow prisms. Melting point: 105 to 106° C. Reactants: C[Si](C)(C)CCOCn1ncc2c(c(CBr)c(Br)n2COCC[Si](C)(C)C)c1=O, CCC(O)CC, [H-], [Na+], C1CCOC1, O. The product is CCC(CC)OCc1c(Br)n(COCC[Si](C)(C)C)c2cnn(COCC[Si](C)(C)C)c(=O)c12. As a reaction SMILES: [Br:14][c:15]1[c:16]([CH2:41][Br:42])[c:17]2[c:18]([cH:19][n:20][n:21]([CH2:24][O:25][CH2:26][CH2:27][Si:28]([CH3:29])([CH3:30])[CH3:31])[c:22]2=[O:23])[n:32]1[CH2:33][O:34][CH2:35][CH2:36][Si:37]([CH3:38])([CH3:39])[CH3:40].[CH3:6][CH2:7][CH:8]([CH2:9][CH3:10])[OH:11].[H-:12].[Na+:13].[O:1]1[CH2:2][CH2:3][CH2:4][CH2:5]1.[OH2:43]>>[CH3:6][CH2:7][CH:8]([CH2:9][CH3:10])[O:11][CH2:41][c:16]1[c:15]([Br:14])[n:32]([CH2:33][O:34][CH2:35][CH2:36][Si:37]([CH3:38])([CH3:39])[CH3:40])[c:18]2[c:17]1[c:22](=[O:23])[n:21]([CH2:24][O:25][CH2:26][CH2:27][Si:28]([CH3:29])([CH3:30])[CH3:31])[n:20][cH:19]2.